The task is: describe an organic reaction: reactants, conditions, products, and yield. This data is from the Open Reaction Database (ORD), a public repository of structured organic reaction records. Starting materials: CNC(=O)c1cc(F)cc(F)c1Nc1nc(Cl)ncc1Cl, Nc1ccc2c(c1)NC(=O)CCC2. The product is CNC(=O)c1cc(F)cc(F)c1Nc1nc(Nc2ccc3c(c2)NC(=O)CCC3)ncc1Cl. RXN SMILES: [Cl:14][c:15]1[n:16][cH:17][c:18]([Cl:34])[c:19]([NH:21][c:22]2[c:23]([C:24](=[O:25])[NH:26][CH3:27])[cH:28][c:29]([F:33])[cH:30][c:31]2[F:32])[n:20]1.[NH2:1][c:2]1[cH:3][cH:4][c:5]2[c:6]([cH:13]1)[NH:7][C:8](=[O:12])[CH2:9][CH2:10][CH2:11]2>>[NH:1]([c:2]1[cH:3][cH:4][c:5]2[c:6]([cH:13]1)[NH:7][C:8](=[O:12])[CH2:9][CH2:10][CH2:11]2)[c:15]1[n:16][cH:17][c:18]([Cl:34])[c:19]([NH:21][c:22]2[c:23]([C:24](=[O:25])[NH:26][CH3:27])[cH:28][c:29]([F:33])[cH:30][c:31]2[F:32])[n:20]1.